This data is from the Open Reaction Database (ORD), a public repository of structured organic reaction records. The task is: describe an organic reaction: reactants, conditions, products, and yield Reactants: C(#N)C=1C=C(C=CC1)NC(NC1=CC=C(C=C1)S(=O)(=O)NNC1=CC=C(C=C1)S(=O)(=O)N)=O (4-(2-(4-(3-(3-cyanophenyl)ureido)phenylsulfonyl) hydrazinyl)benzenesulfonamide), C(CCC)N1CCNCC1 (n-butylpiperazine), secondary amine. The product is C(CCC)N1CCN(CC1)C(C=1C=C(C=CC1)NC(NC1=CC=C(C=C1)S(=O)(=O)NNC1=CC=C(C=C1)S(=O)(=O)N)=O)=N (4-(2-(4-(3-(3-((4-butylpiperazin-1-yl)(imino)methyl)phenyl)ureido)phenylsulfonyl) hydrazinyl)benzenesulfonamide). The yield is 10.0%. Reaction SMILES: [C:1]([C:3]1[CH:4]=[C:5]([NH:9][C:10](=[O:33])[NH:11][C:12]2[CH:17]=[CH:16][C:15]([S:18]([NH:21][NH:22][C:23]3[CH:28]=[CH:27][C:26]([S:29]([NH2:32])(=[O:31])=[O:30])=[CH:25][CH:24]=3)(=[O:20])=[O:19])=[CH:14][CH:13]=2)[CH:6]=[CH:7][CH:8]=1)#[N:2].[CH2:34]([N:38]1[CH2:43][CH2:42][NH:41][CH2:40][CH2:39]1)[CH2:35][CH2:36][CH3:37]>>[CH2:34]([N:38]1[CH2:43][CH2:42][N:41]([C:1](=[NH:2])[C:3]2[CH:4]=[C:5]([NH:9][C:10](=[O:33])[NH:11][C:12]3[CH:17]=[CH:16][C:15]([S:18]([NH:21][NH:22][C:23]4[CH:28]=[CH:27][C:26]([S:29]([NH2:32])(=[O:31])=[O:30])=[CH:25][CH:24]=4)(=[O:20])=[O:19])=[CH:14][CH:13]=3)[CH:6]=[CH:7][CH:8]=2)[CH2:40][CH2:39]1)[CH2:35][CH2:36][CH3:37]. Procedure details: The title compound was prepared from 4-(2-(4-(3-(3-cyanophenyl)ureido)phenylsulfonyl) hydrazinyl)benzenesulfonamide following procedure C and using 2 equivalents of n-butylpiperazine as secondary amine. The product was purified by preparative HPLC.